describe an organic reaction: reactants, conditions, products, and yield From a dataset of the Open Reaction Database (ORD), a public repository of structured organic reaction records. Procedure: 2-(N-propyl)amino-6,7 dimethoxy tetraline (prepared as described in Example 2 of the Italian patent 48779 A/86-23/12/1986) (6.6 g; 0.026 moles) were dissolved in 33 ml of 47% HBr and the resulting solution was kept at the reflux temperature overnight. Subsequently the solution was concentrated under vacuum and the residue was repeatedly washed with acetone to eliminate the excess amount of bromide acid. 8 g of a solid residue was obtained that was used as such in the following step. Starting materials: C(CC)NC1CC2=CC(=C(C=C2CC1)OC)OC (2-(N-propyl)amino-6,7 dimethoxy tetraline). As a reaction SMILES: [CH2:1]([NH:4][CH:5]1[CH2:14][CH2:13][C:12]2[C:7](=[CH:8][C:9]([O:17]C)=[C:10]([O:15]C)[CH:11]=2)[CH2:6]1)[CH2:2][CH3:3]>Br>[CH2:1]([NH:4][CH:5]1[CH2:14][CH2:13][C:12]2[C:7](=[CH:8][C:9]([OH:17])=[C:10]([OH:15])[CH:11]=2)[CH2:6]1)[CH2:2][CH3:3]. Product: C(CC)NC1CC2=CC(=C(C=C2CC1)O)O (2-(N-propyl)amino-6,7-dihydroxytetraline). Run in Br (HBr). Reactants: CCCNCCC, Cc1ccc(S(=O)(=O)OCC2COc3ccc(S(C)(=O)=O)cc3O2)cc1, CO, CCOCC, Cl. The product is CCCN(CCC)CC1COc2ccc(S(C)(=O)=O)cc2O1. Reaction SMILES: [CH2:27]([CH2:28][CH3:29])[NH:30][CH2:31][CH2:32][CH3:33].[CH3:1][c:2]1[cH:3][cH:4][c:5]([S:6]([O:7][CH2:12][CH:13]2[CH2:14][O:15][c:16]3[c:17]([cH:19][c:20]([S:23](=[O:24])(=[O:25])[CH3:26])[cH:21][cH:22]3)[O:18]2)(=[O:8])=[O:9])[cH:10][cH:11]1.[CH3:35][OH:36].[CH3:37][CH2:38][O:39][CH2:40][CH3:41].[ClH:34]>>[CH2:12]([CH:13]1[CH2:14][O:15][c:16]2[c:17]([cH:19][c:20]([S:23](=[O:24])(=[O:25])[CH3:26])[cH:21][cH:22]2)[O:18]1)[N:30]([CH2:27][CH2:28][CH3:29])[CH2:31][CH2:32][CH3:33]. Reactants: CC(CNC[C@H]1COC2=C(O1)C=C(C=C2)S(=O)(=O)C)(C)C (2,2-DIMETHYL-N-{[(2S)-7-(METHYLSULFONYL)-2,3-DIHYDRO-1,4-BENZODIOXIN-2-YL]METHYL}PROPAN-1-AMINE), CC1=CC=C(C=C1)S(=O)(=O)OCC1OC2=CC(=CC=C2CC1)S(=O)(=O)C ([7-(methylsulfonyl)-3,4-dihydro-2H-chromen-2-yl]methyl 4-methylbenzenesulfonate), ( 4 ), CNC (N-methylmethanamine), ( 4 ), ( 4 ). Solvent: C(C)#N (ACN). Yields the product CN(CC1OC2=CC(=CC=C2CC1)S(=O)(=O)C)C (N,N-DIMETHYL-1-[7-(METHYLSULFONYL)-3,4-DIHYDRO-2H-CHROMEN-2-YL]METHANAMINE). RXN SMILES: CC1C=CC(S(O[CH2:12][CH:13]2[CH2:22][CH2:21][C:20]3[C:15](=[CH:16][C:17]([S:23]([CH3:26])(=[O:25])=[O:24])=[CH:18][CH:19]=3)[O:14]2)(=O)=O)=CC=1.[CH3:27][NH:28][CH3:29].CC(C)(C)CNC[C@@H]1OC2C=C(S(C)(=O)=O)C=CC=2OC1>C(#N)C>[CH3:27][N:28]([CH3:29])[CH2:12][CH:13]1[CH2:22][CH2:21][C:20]2[C:15](=[CH:16][C:17]([S:23]([CH3:26])(=[O:25])=[O:24])=[CH:18][CH:19]=2)[O:14]1. Procedure details: Preparation according to Example 25: [7-(methylsulfonyl)-3,4-dihydro-2H-chromen-2-yl]methyl 4-methylbenzenesulfonate (0.020 g, 0.0504 mmol), N-methylmethanamine (2.0 M in MeOH, 0.5 ml), ACN (3 ml). MS m/z (rel. intensity, 70 eV) 269 (M+, 2), 131 (4), 77 (4), 63 (2), 59 (4), 58 (bp).